Dataset: the Open Reaction Database (ORD), a public repository of structured organic reaction records. Task: describe an organic reaction: reactants, conditions, products, and yield The product is CN1C(=O)CC(C)(C)c2cc(C3(C)OCCO3)ccc21. Reaction SMILES: [C:1]([CH3:2])(=[O:3])[c:4]1[cH:5][c:6]2[c:11]([cH:12][cH:13]1)[N:10]([CH3:14])[C:9](=[O:15])[CH2:8][C:7]2([CH3:16])[CH3:17].[OH:18][CH2:19][CH2:20][OH:21].[c:22]1([CH3:23])[cH:24][cH:25][c:26]([S:27]([OH:28])(=[O:29])=[O:30])[cH:31][cH:32]1.[cH:33]1[cH:34][cH:35][cH:36][cH:37][cH:38]1>>[C:1]1([CH3:2])([c:4]2[cH:5][c:6]3[c:11]([cH:12][cH:13]2)[N:10]([CH3:14])[C:9](=[O:15])[CH2:8][C:7]3([CH3:16])[CH3:17])[O:3][CH2:20][CH2:19][O:18]1. Reactants: CC(=O)c1ccc2c(c1)C(C)(C)CC(=O)N2C, OCCO, Cc1ccc(S(=O)(=O)O)cc1, c1ccccc1.